This data is from the Open Reaction Database (ORD), a public repository of structured organic reaction records. The task is: describe an organic reaction: reactants, conditions, products, and yield Starting materials: BrC1=CC=C(C=C1)C1=CC=C(C=C1)Br (4,4′-dibromobiphenyl), C1(=CC=C(C=C1)NC1=CC=C(C=C1)C)C (di-p-tolylamine), CC(C)([O-])C.[Na+] (sodium t-butoxide), C1(=CC=CC=C1)C (toluene). Reagents/catalysts: CC(=O)[O-].CC(=O)[O-].[Pd+2] (Pd(OAc)2), C1=CC=C(C=C1)P([C-]2C=CC=C2)C3=CC=CC=C3.C1=CC=C(C=C1)P([C-]2C=CC=C2)C3=CC=CC=C3.[Fe+2] (dppf). Conditions: temperature 90 celsius, time 15 hour. Yields the product BrC1=CC=C(C=C1)C1=CC=C(C=C1)N(C1=C(C=CC=C1)C)C1=C(C=CC=C1)C (4-bromo-4′-ditolylaminobiphenyl). The yield is 78.0%. RXN SMILES: Br[C:2]1[CH:7]=[CH:6][C:5]([C:8]2[CH:13]=[CH:12][C:11]([Br:14])=[CH:10][CH:9]=2)=[CH:4][CH:3]=1.C1(C)C=CC([NH:21][C:22]2[CH:27]=[CH:26][C:25](C)=[CH:24][CH:23]=2)=CC=1.[CH3:30]C(C)([O-])C.[Na+].[C:36]1([CH3:42])[CH:41]=[CH:40][CH:39]=[CH:38][CH:37]=1>CC([O-])=O.CC([O-])=O.[Pd+2].C1C=CC(P(C2C=CC=CC=2)[C-]2C=CC=C2)=CC=1.C1C=CC(P(C2C=CC=CC=2)[C-]2C=CC=C2)=CC=1.[Fe+2]>[Br:14][C:11]1[CH:12]=[CH:13][C:8]([C:5]2[CH:6]=[CH:7][C:2]([N:21]([C:22]3[CH:23]=[CH:24][CH:25]=[CH:26][C:27]=3[CH3:30])[C:37]3[CH:38]=[CH:39][CH:40]=[CH:41][C:36]=3[CH3:42])=[CH:3][CH:4]=2)=[CH:9][CH:10]=1 |f:2.3,5.6.7,8.9.10|. Procedure: A mixture of 4,4′-dibromobiphenyl (8.46 g=27.4 mmol), Pd(OAc)2 (105 mg=0.18 mmol), dppf (253 mg=0.46 mmol), di-p-tolylamine (1.80 g=9.13 mmol) and sodium t-butoxide (1.32 g=13.7 mmol) in dry toluene was placed in a three-necked flask under a nitrogen atmosphere and stirred at 90° C. for 15 h. After cooling, the reaction was quenched by adding water and then extracted by ethyl acetate. The organic layer was dried over anhydrous MgSO4 and evaporated under vacuum. The products were purified by sili...